From a dataset of the Open Reaction Database (ORD), a public repository of structured organic reaction records. describe an organic reaction: reactants, conditions, products, and yield Run at time 1 hour. As a reaction SMILES: C1C=CC=CC=1.[C:7]([C:11]1[CH:12]=[C:13]([C:22]2[N:23]=[C:24]([SH:27])[S:25][CH:26]=2)[CH:14]=[C:15]([C:18]([CH3:21])([CH3:20])[CH3:19])[C:16]=1[OH:17])([CH3:10])([CH3:9])[CH3:8].Br[CH2:29][C:30]([OH:32])=[O:31]>C(N(CC)CC)C>[C:7]([C:11]1[CH:12]=[C:13]([C:22]2[N:23]=[C:24]([S:27][CH2:29][C:30]([OH:32])=[O:31])[S:25][CH:26]=2)[CH:14]=[C:15]([C:18]([CH3:20])([CH3:21])[CH3:19])[C:16]=1[OH:17])([CH3:8])([CH3:9])[CH3:10]. The yield is 68.8%. Product: C(C)(C)(C)C=1C=C(C=C(C1O)C(C)(C)C)C=1N=C(SC1)SCC(=O)O ([4-(3,5-di-tert-butyl-4-hydroxyphenyl)-2-thiazolylthio]acetic acid). Procedure details: To 20 ml of benzene were added 0.64 g of 4-(3,5-di-tert-butyl-4-hydroxyphenyl)-2-mercaptothiazole and 0.32 g of bromoacetic acid and then 0.5 g of triethylamine was added dropwise to the mixture with stirring. After one hour, triethylamine hydrobromide thus precipitated was filtered off and the benzene solution was extracted with 10 ml of a 2% sodium hydroxide solution. The aqueous extract was acidified by the addition of hydrochloric acid and extracted with ether. The ether solution was dried o... Starting materials: C1=CC=CC=C1 (benzene), C(C)(C)(C)C=1C=C(C=C(C1O)C(C)(C)C)C=1N=C(SC1)S (4-(3,5-di-tert-butyl-4-hydroxyphenyl)-2-mercaptothiazole), BrCC(=O)O (bromoacetic acid). Run in C(C)N(CC)CC (triethylamine).